From a dataset of the Open Reaction Database (ORD), a public repository of structured organic reaction records. describe an organic reaction: reactants, conditions, products, and yield Reactants: [H-].[Al+3].[Li+].[H-].[H-].[H-] (lithium aluminum hydride), C(#N)C1=C(C=C(C(=O)O)C=C1)F (4-cyano-3-fluorobenzoic acid). Run in O1CCCC1 (tetrahydrofuran), O1CCCC1 (tetrahydrofuran). Run at temperature 40 celsius, time 4 hour. Yields the product NCC1=C(C=C(C=C1)CO)F ((4-Aminomethyl-3-fluoro-phenyl)-methanol). Yield: 93.8%. As a reaction SMILES: [H-].[Al+3].[Li+].[H-].[H-].[H-].[C:7]([C:9]1[CH:17]=[CH:16][C:12]([C:13](O)=[O:14])=[CH:11][C:10]=1[F:18])#[N:8]>O1CCCC1>[NH2:8][CH2:7][C:9]1[CH:17]=[CH:16][C:12]([CH2:13][OH:14])=[CH:11][C:10]=1[F:18] |f:0.1.2.3.4.5|. Reported procedure: Add 1M lithium aluminum hydride in tetrahydrofuran (121 mL, 121 mmol) to anhydrous tetrahydrofuran (100 mL) under argon gas. Warm the reaction mixture to 40° C. and add in small portions 4-cyano-3-fluorobenzoic acid (5.0 g, 30.28 mmol) over a 1 hr period. Stir the reaction mixture at 40° C. for 4 hrs and then at room temperature overnight. Cool the reaction mixture to 0° C. and quench by the sequential addition of water (5 mL), 15% sodium hydroxide solution (17 mL), and water (5 mL). Allow the m... Starting materials: FC=1C=C(C=CC1)N1C(=CC2=CC=CC=C12)C(=O)N(C)OC (1-(3-fluorophenyl)-N-methoxy-N-methyl-1H-indole-2-carboxamide), C[Mg]Br (methylmagnesium bromide). Run in O1CCCC1 (tetrahydrofuran), O1CCCC1 (tetrahydrofuran). Reaction conditions: time 2 hour. The product is FC=1C=C(C=CC1)N1C(=CC2=CC=CC=C12)C(C)=O (1-[1-(3-Fluorophenyl)-1H-indol-2-yl]ethanone). Reaction SMILES: [F:1][C:2]1[CH:3]=[C:4]([N:8]2[C:16]3[C:11](=[CH:12][CH:13]=[CH:14][CH:15]=3)[CH:10]=[C:9]2[C:17](N(OC)C)=[O:18])[CH:5]=[CH:6][CH:7]=1.[CH3:23][Mg]Br>O1CCCC1>[F:1][C:2]1[CH:3]=[C:4]([N:8]2[C:16]3[C:11](=[CH:12][CH:13]=[CH:14][CH:15]=3)[CH:10]=[C:9]2[C:17](=[O:18])[CH3:23])[CH:5]=[CH:6][CH:7]=1. Reported procedure: To a mixture of 1-(3-fluorophenyl)-N-methoxy-N-methyl-1H-indole-2-carboxamide (0.30 g, 1.0 mmol) in tetrahydrofuran (6 mL) was added 1.4 M methylmagnesium bromide in tetrahydrofuran (1.1 mL, 1.5 mmol). The reaction was stirred at room temperature for 2 hours, then quenched with saturated NH4Cl solution, extracted with EtOAc. The combined organic layers were washed with brine, dried over MgSO4 and concentrated to give the desired product (0.27 g). The crude product was used directly in next step....